This data is from the Open Reaction Database (ORD), a public repository of structured organic reaction records. The task is: describe an organic reaction: reactants, conditions, products, and yield The reactants are OC1=C(C=CC(=C1)C(C)C)CCNC(OC(C)(C)C)=O (tert-Butyl N-[2-(2-hydroxy-4-isopropylphenyl)ethyl]carbamate), Cl (hydrochloric acid), C([O-])([O-])=O.[K+].[K+] (potassium carbonate), BrCCCC(=O)OCC (ethyl 4-bromobutyrate). Solvent: CN(C=O)C (N,N-dimethylformamide). Run at time 16 hour. Product: C(C)(C)(C)OC(=O)NCCC1=C(OCCCC(=O)OCC)C=C(C=C1)C(C)C (ethyl 4-[2-(2-tert-butoxycarbonylaminoethyl)-5-isopropylphenoxy]butyrate). RXN SMILES: [OH:1][C:2]1[CH:7]=[C:6]([CH:8]([CH3:10])[CH3:9])[CH:5]=[CH:4][C:3]=1[CH2:11][CH2:12][NH:13][C:14](=[O:20])[O:15][C:16]([CH3:19])([CH3:18])[CH3:17].C(=O)([O-])[O-].[K+].[K+].Br[CH2:28][CH2:29][CH2:30][C:31]([O:33][CH2:34][CH3:35])=[O:32].Cl>CN(C)C=O>[C:16]([O:15][C:14]([NH:13][CH2:12][CH2:11][C:3]1[CH:4]=[CH:5][C:6]([CH:8]([CH3:9])[CH3:10])=[CH:7][C:2]=1[O:1][CH2:28][CH2:29][CH2:30][C:31]([O:33][CH2:34][CH3:35])=[O:32])=[O:20])([CH3:18])([CH3:17])[CH3:19] |f:1.2.3|. Procedure details: tert-Butyl N-[2-(2-hydroxy-4-isopropylphenyl)ethyl]carbamate (0.234 g) and 0.116 g of potassium carbonate were suspended in 5 mL of N,N-dimethylformamide. To the stirred suspension was added dropwise 0.126 mL of ethyl 4-bromobutyrate at room temperature, and the mixture was stirred at room temperature for 16 hours. To the reaction mixture were added 10 mL of 1 mol/L hydrochloric acid and then 20 mL of water, and the mixture was extracted with ethyl acetate. The organic layer was washed with brin... Reactants: COC(=O)C1C2(CCCC2)CCN(C1)CC1=CC=CC=C1 (8-benzyl-8-azaspiro[4,5]decane-6-carboxylic acid methyl ester), [H-].[Al+3].[Li+].[H-].[H-].[H-] (lithium aluminum hydride), [OH-].[Na+] (sodium hydroxide), Cl (hydrochloric acid). Run in O1CCCC1 (tetrahydrofuran), C(C)(=O)OCC (ethyl acetate). The product is OCC1C2(CCCC2)CCN(C1)CC1=CC=CC=C1 (6-hydroxymethyl-8-benzyl-8-azaspiro[4,5]decane). RXN SMILES: C[O:2][C:3]([CH:5]1[CH2:14][N:13]([CH2:15][C:16]2[CH:21]=[CH:20][CH:19]=[CH:18][CH:17]=2)[CH2:12][CH2:11][C:6]21[CH2:10][CH2:9][CH2:8][CH2:7]2)=O.[H-].[Al+3].[Li+].[H-].[H-].[H-].Cl.[OH-].[Na+]>O1CCCC1.C(OCC)(=O)C>[OH:2][CH2:3][CH:5]1[CH2:14][N:13]([CH2:15][C:16]2[CH:21]=[CH:20][CH:19]=[CH:18][CH:17]=2)[CH2:12][CH2:11][C:6]21[CH2:10][CH2:9][CH2:8][CH2:7]2 |f:1.2.3.4.5.6,8.9|. Procedure: A solution of 11.4 gm (39.1 mMol) 8-benzyl-8-azaspiro[4,5]decane-6-carboxylic acid methyl ester in 150 mL tetrahydrofuran was treated dropwise with a solution of 58 mL (58 mMol) lithium aluminum hydride (1.0 M in tetrahydrofuran). The reaction mixture was heated at reflux for 4 hours and was then cooled in an ice bath. The mixture was then diluted with ethyl acetate and treated dropwise with 100 mL 1N hydrochloric acid. The pH of the solution was then adjusted to about 8 with 5N sodium hydroxide... The reactants are C(C)(C)(C)OC(=O)N1CCC(CC1)C1=CC(=C(C=C1)NS(=O)(=O)C=1N(C2=CC=C(C=C2C1)F)C)S(=O)(=O)C (4-[4-(5-fluoro-1-methyl-1H-indole-2-sulfonylamino)-3-methanesulfonyl-phenyl]-piperidine-1-carboxylic acid tert-butyl ester), Cl.C(C)(=O)OCC (HCl ethyl acetate). Solvent: CCOCC (ether). Conditions: time 3 hour. The product is Cl.CS(=O)(=O)C1=C(C=CC(=C1)C1CCNCC1)NS(=O)(=O)C=1N(C2=CC=C(C=C2C1)F)C (5-Fluoro-1-methyl-1H-indole-2-sulfonic acid(2-methanesulfonyl-4-piperidin-4-yl-phenyl)-amide hydrochloride). Reaction SMILES: C(OC([N:8]1[CH2:13][CH2:12][CH:11]([C:14]2[CH:19]=[CH:18][C:17]([NH:20][S:21]([C:24]3[N:25]([CH3:34])[C:26]4[C:31]([CH:32]=3)=[CH:30][C:29]([F:33])=[CH:28][CH:27]=4)(=[O:23])=[O:22])=[C:16]([S:35]([CH3:38])(=[O:37])=[O:36])[CH:15]=2)[CH2:10][CH2:9]1)=O)(C)(C)C.[ClH:39].C(OCC)(=O)C>CCOCC>[ClH:39].[CH3:38][S:35]([C:16]1[CH:15]=[C:14]([CH:11]2[CH2:10][CH2:9][NH:8][CH2:13][CH2:12]2)[CH:19]=[CH:18][C:17]=1[NH:20][S:21]([C:24]1[N:25]([CH3:34])[C:26]2[C:31]([CH:32]=1)=[CH:30][C:29]([F:33])=[CH:28][CH:27]=2)(=[O:22])=[O:23])(=[O:37])=[O:36] |f:1.2,4.5|. Reported procedure: A solution of 4-[4-(5-fluoro-1-methyl-1H-indole-2-sulfonylamino)-3-methanesulfonyl-phenyl]-piperidine-1-carboxylic acid tert-butyl ester (0.019 g) was treated with 2.5 N HCl/ethyl acetate (2.5 ml). The reaction mixture was stirred at rt for 3 h, then ether (20 ml) was added. The precipitate was collected, washed with ether and dried under high vacuum over P2O5 to produce the title compound (0.014 g) as an off-white amorphous powder. MS (ISN): 464.0 (M−H)− Starting materials: NC=1C(=C2C(=NC1)SC(=C2)CC)C2=C(C=CC=C2)Cl (5-amino-4-(2-chlorophenyl)-2-ethylthieno[2,3-b]pyridine), CN(C1=CC=CC=C1)C (N,N-dimethylaniline), ClCCl (dichloromethane). Reaction conditions: time 5 hour. Product: ClC1=C(C=CC=C1)C1=C(SC2=NC=CC=C21)CC (2-chloropheny ethylthieno[2,3-b]pyridine). As a reaction SMILES: N[C:2]1[C:3](C2C=CC=CC=2Cl)=[C:4]2[CH:10]=[C:9]([CH2:11][CH3:12])[S:8][C:5]2=[N:6][CH:7]=1.CN(C)[C:22]1[CH:27]=[CH:26][CH:25]=[CH:24][CH:23]=1.[Cl:29]CCl>>[Cl:29][C:22]1[CH:27]=[CH:26][CH:25]=[CH:24][C:23]=1[C:10]1[C:4]2[C:5](=[N:6][CH:7]=[CH:2][CH:3]=2)[S:8][C:9]=1[CH2:11][CH3:12]. Procedure: To a mixture o 4-acetoxy-3,5-dimethoxycinnamic acid (638 mg), dimethylformamide (2 drops) and tetrahydrofuran (8 ml) was added oxazolyl chloride (0.25 ml). The mixture was stirred at room temperature for one hour and then the solvent was distilled off to obtain 4-acetoxy-3,5-dimethoxycinnamic acid chloride as crystals. To a solution of the crystals in dichloromethane (15 ml) were added 5-amino-4-(2-chlorophenyl)-2-ethylthieno[2,3-b]pyridine (576 mg) and N,N-dimethylaniline (0.25 ml) with ice coo... Starting materials: N1C(=O)NC=2N=CNC2C1=O.N1=CN=C2N=CNC2=C1 (purine xanthine), [OH-].[Na+] (sodium hydroxide), NC=1C=C(C=CC1)C1=C(C=C(C=C1)C1=CC=C(S1)C(=O)OC)C#N (methyl 5-(3′-amino-2-cyanobiphenyl-4-yl)thiophene-2-carboxylate), Cl (hydrochloric acid). The solvent is O1CCCC1 (tetrahydrofuran), CO (methanol). Conditions: temperature 60 celsius, time 8 hour. Product: NC=1C=C(C=CC1)C1=C(C=C(C=C1)C1=CC=C(S1)C(=O)O)C#N (5-(3′-amino-2-cyanobiphenyl-4-yl)thiophene-2-carboxylic acid). As a reaction SMILES: N1C(=O)C2NC=NC=2NC1=O.N1C=C2C(N=CN2)=NC=1.[OH-].[Na+].[NH2:23][C:24]1[CH:25]=[C:26]([C:30]2[CH:35]=[CH:34][C:33]([C:36]3[S:40][C:39]([C:41]([O:43]C)=[O:42])=[CH:38][CH:37]=3)=[CH:32][C:31]=2[C:45]#[N:46])[CH:27]=[CH:28][CH:29]=1.Cl>O1CCCC1.CO>[NH2:23][C:24]1[CH:25]=[C:26]([C:30]2[CH:35]=[CH:34][C:33]([C:36]3[S:40][C:39]([C:41]([OH:43])=[O:42])=[CH:38][CH:37]=3)=[CH:32][C:31]=2[C:45]#[N:46])[CH:27]=[CH:28][CH:29]=1 |f:0.1,2.3|. Procedure: A toluene (0.5 ml) suspension of 20 mg of methyl 5-(3-cyano-4-{[(trifluoromethyl)sulfonyl]oxy}phenyl)thiophene-2-carboxylate and 10 mg of potassium carbonate was added to 15 mg of 3-aminobenzeneboronic acid monohydrate, and in an argon atmosphere, 8 mg of tetrakis(triphenylphosphine)palladium was added thereto. The mixture was stirred overnight at 100° C., then cooled to room temperature, and filtered through Celite. The solvent was evaporated under reduced pressure to obtain methyl 5-(3′-amino-... Reactants: C(C)(C)(C)O[C@H](C(=O)OCC)C=1C(=NC(=C(C1N1CCC(CC1)(C)C)C1=CC=C(C=C1)O)C)C ((S)-ethyl 2-(tert-butoxy)-2-(4-(4,4-dimethylpiperidin-1-yl)-5-(4-hydroxyphenyl)-2,6-dimethylpyridin-3-yl)acetate), ClC1=CC=C(C=C1)CCO (2-(4-chlorophenyl)ethanol), C1=CC=C(C=C1)P(C2=CC=CC=C2)C3=CC=CC=C3 (Ph3P), CCOC(=O)/N=N/C(=O)OCC (DEAD), [OH-].[Na+] (NaOH). Run in C1CCOC1 (THF), CO (MeOH). Reaction conditions: time 18 hour. The product is C(C)(C)(C)O[C@H](C(=O)O)C=1C(=NC(=C(C1N1CCC(CC1)(C)C)C1=CC=C(C=C1)OCCC1=CC=C(C=C1)Cl)C)C ((S)-2-(tert-butoxy)-2-(5-(4-(4-chlorophenethoxy)phenyl)-4-(4,4-dimethylpiperidin-1-yl)-2,6-dimethylpyridin-3-yl)acetic acid). Yield: 27.9%. Reaction SMILES: [C:1]([O:5][C@@H:6]([C:12]1[C:13]([CH3:34])=[N:14][C:15]([CH3:33])=[C:16]([C:26]2[CH:31]=[CH:30][C:29](O)=[CH:28][CH:27]=2)[C:17]=1[N:18]1[CH2:23][CH2:22][C:21]([CH3:25])([CH3:24])[CH2:20][CH2:19]1)[C:7]([O:9]CC)=[O:8])([CH3:4])([CH3:3])[CH3:2].[Cl:35][C:36]1[CH:41]=[CH:40][C:39]([CH2:42][CH2:43][OH:44])=[CH:38][CH:37]=1.C1C=CC(P(C2C=CC=CC=2)C2C=CC=CC=2)=CC=1.CCOC(/N=N/C(OCC)=O)=O.[OH-].[Na+]>C1COCC1.CO>[C:1]([O:5][C@@H:6]([C:12]1[C:13]([CH3:34])=[N:14][C:15]([CH3:33])=[C:16]([C:26]2[CH:27]=[CH:28][C:29]([O:44][CH2:43][CH2:42][C:39]3[CH:40]=[CH:41][C:36]([Cl:35])=[CH:37][CH:38]=3)=[CH:30][CH:31]=2)[C:17]=1[N:18]1[CH2:19][CH2:20][C:21]([CH3:25])([CH3:24])[CH2:22][CH2:23]1)[C:7]([OH:9])=[O:8])([CH3:4])([CH3:2])[CH3:3] |f:4.5|. Procedure: To a stirred solution of (S)-ethyl 2-(tert-butoxy)-2-(4-(4,4-dimethylpiperidin-1-yl)-5-(4-hydroxyphenyl)-2,6-dimethylpyridin-3-yl)acetate (20 mg, 0.043 mmol), 2-(4-chlorophenyl)ethanol (33.4 mg, 0.213 mmol) and Ph3P-resin (55.8 mg, 0.213 mmol) in THF (2 mL) was added DEAD (0.014 mL, 0.085 mmol) at rt. After 18 h, mixture was filtered to remove polymer, concentrated and treated with 1N NaOH (0.854 mL, 0.854 mmol) in MeOH (1 mL) at 75° C. for 16 h. Mixture was then cooled and purified by prep-HPLC...